This data is from the Open Reaction Database (ORD), a public repository of structured organic reaction records. The task is: describe an organic reaction: reactants, conditions, products, and yield Reactants: BrC1=CC2=C(OCCC3=C2N=C(S3)C(=O)N)C=C1F (9-bromo-8-fluoro-4,5-dihydrobenzo[2,3]oxepino[4,5-d]thiazole-2-carboxamide), C(#C)C1(COCC1)O (3-ethynyloxolan-3-ol). The product is OC(C#CC1=CC2=C(OCCC3=C2N=C(S3)C(=O)N)C=C1F)(CO)C ((±)-9-(3,4-dihydroxy-3-methylbut-1-yn-1-yl)-8-fluoro-4,5-dihydrobenzo[2,3]oxepino[4,5-d]thiazole-2-carboxamide). Yield: 14.0%. Reaction SMILES: Br[C:2]1[C:18]([F:19])=[CH:17][C:5]2[O:6][CH2:7][CH2:8][C:9]3[S:13][C:12]([C:14]([NH2:16])=[O:15])=[N:11][C:10]=3[C:4]=2[CH:3]=1.[C:20]([C:22]1([OH:27])[CH2:26]C[O:24][CH2:23]1)#[CH:21]>>[OH:27][C:22]([CH3:26])([CH2:23][OH:24])[C:20]#[C:21][C:2]1[C:18]([F:19])=[CH:17][C:5]2[O:6][CH2:7][CH2:8][C:9]3[S:13][C:12]([C:14]([NH2:16])=[O:15])=[N:11][C:10]=3[C:4]=2[CH:3]=1. Procedure: Similar to as described in General Procedure G, 9-bromo-8-fluoro-4,5-dihydrobenzo[2,3]oxepino[4,5-d]thiazole-2-carboxamide was reacted with 2-methylbut-3-yne-1,2-diol (US2010/144757 A1) to give the titled compound as a brown solid (30 mg, 14%). Starting materials: COCCO (2-methoxy-ethanol), [H-].[Na+] (sodium hydride), CSC=1N=NC(=C(N1)N1CCC2=C(CC1)C=CC=C2)C#N (3-methylsulfanyl-5-(1,2,4,5-tetrahydro-benzo[d]azepin-3-yl)-[1,2,4]triazine-6-carbonitrile). The solvent is O1CCCC1 (tetrahydrofurane), O1CCCC1 (tetrahydrofurane). Run at time 15 minute. Product: COCCOC=1N=NC(=C(N1)N1CCC2=C(CC1)C=CC=C2)C#N (3-(2-methoxy-ethoxy)-5-(1,2,4,5-tetrahydro-benzo[d]azepin-3-yl)-[1,2,4]triazine-6-carbonitrile). Yield: 9.0%. RXN SMILES: [CH3:1][O:2][CH2:3][CH2:4][OH:5].[H-].[Na+].CS[C:10]1[N:11]=[N:12][C:13]([C:27]#[N:28])=[C:14]([N:16]2[CH2:22][CH2:21][C:20]3[CH:23]=[CH:24][CH:25]=[CH:26][C:19]=3[CH2:18][CH2:17]2)[N:15]=1>O1CCCC1>[CH3:1][O:2][CH2:3][CH2:4][O:5][C:10]1[N:11]=[N:12][C:13]([C:27]#[N:28])=[C:14]([N:16]2[CH2:22][CH2:21][C:20]3[CH:23]=[CH:24][CH:25]=[CH:26][C:19]=3[CH2:18][CH2:17]2)[N:15]=1 |f:1.2|. Procedure: Under an argon atmosphere at 0° C., a solution of 25.6 mg (0.34 mmol) of 2-methoxy-ethanol in 2 ml of tetrahydrofurane was treated with 15 mg (0.34 mmol) of sodium hydride (55% dispersion in refined oil) and stirred during 15 min. To this mixture, a solution of 100 mg (0.34 mmol) of 3-methylsulfanyl-5-(1,2,4,5-tetrahydro-benzo[d]azepin-3-yl)-[1,2,4]triazine-6-carbonitrile in 3 ml of tetrahydrofurane was added and stirring continued for 18 h at 40° C. The yellow solution was evaporated under redu...